From a dataset of the Open Reaction Database (ORD), a public repository of structured organic reaction records. describe an organic reaction: reactants, conditions, products, and yield Starting materials: CC(C(=O)O)c1ccc(Br)cc1, O=C(n1ccnc1)n1ccnc1, C1CCNC1, ClCCl. Yields the product CC(C(=O)N1CCCC1)c1ccc(Br)cc1. RXN SMILES: [Br:1][c:2]1[cH:3][cH:4][c:5]([CH:8]([C:9](=[O:10])[OH:11])[CH3:12])[cH:6][cH:7]1.[C:13]([n:14]1[cH:15][cH:16][n:17][cH:18]1)([n:19]1[cH:20][cH:21][n:22][cH:23]1)=[O:24].[CH2:25]1[CH2:26][CH2:27][NH:28][CH2:29]1.[Cl:30][CH2:31][Cl:32]>>[Br:1][c:2]1[cH:3][cH:4][c:5]([CH:8]([C:9](=[O:11])[N:28]2[CH2:27][CH2:26][CH2:25][CH2:29]2)[CH3:12])[cH:6][cH:7]1.